The task is: describe an organic reaction: reactants, conditions, products, and yield. This data is from the Open Reaction Database (ORD), a public repository of structured organic reaction records. Starting materials: ClC=1N=NC(=CC1)OC (3-chloro-6-methoxypyridazine), C1(=CC=CC=C1)OB(O)O (phenylboric acid), C1(=CC=CC=C1)C (toluene), C([O-])([O-])=O.[Na+].[Na+] (sodium carbonate). Reagents/catalysts: C=1C=CC(=CC1)[P](C=2C=CC=CC2)(C=3C=CC=CC3)[Pd]([P](C=4C=CC=CC4)(C=5C=CC=CC5)C=6C=CC=CC6)([P](C=7C=CC=CC7)(C=8C=CC=CC8)C=9C=CC=CC9)[P](C=1C=CC=CC1)(C=1C=CC=CC1)C=1C=CC=CC1 (tetrakis(triphenylphosphine)palladium(0)). Run in O1CCCC1 (tetrahydrofuran), CO (methanol). Run at temperature 85 celsius. Product: C1(=CC=CC=C1)C=1N=NC(=CC1)OC (3-Phenyl-6-methoxypyridazine). Isolated yield 46.6%. As a reaction SMILES: Cl[C:2]1[N:3]=[N:4][C:5]([O:8][CH3:9])=[CH:6][CH:7]=1.[C:10]1(OB(O)O)[CH:15]=[CH:14][CH:13]=[CH:12][CH:11]=1.C1(C)C=CC=CC=1.C(=O)([O-])[O-].[Na+].[Na+]>C1C=CC([P]([Pd]([P](C2C=CC=CC=2)(C2C=CC=CC=2)C2C=CC=CC=2)([P](C2C=CC=CC=2)(C2C=CC=CC=2)C2C=CC=CC=2)[P](C2C=CC=CC=2)(C2C=CC=CC=2)C2C=CC=CC=2)(C2C=CC=CC=2)C2C=CC=CC=2)=CC=1.O1CCCC1.CO>[C:10]1([C:2]2[N:3]=[N:4][C:5]([O:8][CH3:9])=[CH:6][CH:7]=2)[CH:15]=[CH:14][CH:13]=[CH:12][CH:11]=1 |f:3.4.5,^1:36,38,57,76|. Procedure: A mixture of 3.0 g of 3-chloro-6-methoxypyridazine, 3.8 g of phenylboric acid, 2.4 g of tetrakis(triphenylphosphine)palladium(0), 160 ml of toluene, 40 ml of methanol, 80 ml of an aqueous 2 mol sodium carbonate solution and 30 ml of tetrahydrofuran was stirred under heating at 85° C. for one hour. After cooling as it was, the reaction solution was extracted with ethyl acetate. The organic phase was washed with brine and eluted with ethyl acetate through NH-silica gel (Fuji Silicia). After removi... The reactants are C(C)(C)(C)NCC(CO)O (1-tert.butylamino-2,3-dihydroxypropane), ClC1=NC=C(C2=CC=C(C=C12)Cl)C (1,7-dichloro-4-methylisoquinoline), [K] (Potassium). The solvent is C(C)(C)(C)O (tert.-butylalcohol). Run at time 1 day. Yields the product OC(COC1=NC=C(C2=CC=C(C=C12)Cl)C)CNC(C)(C)C (1-(2-Hydroxy-3-tert.-butylaminopropoxy)-7-chloro-4-methylisoquinoline). RXN SMILES: [K].[C:2]([NH:6][CH2:7][CH:8]([OH:11])[CH2:9][OH:10])([CH3:5])([CH3:4])[CH3:3].Cl[C:13]1[C:22]2[C:17](=[CH:18][CH:19]=[C:20]([Cl:23])[CH:21]=2)[C:16]([CH3:24])=[CH:15][N:14]=1>C(O)(C)(C)C>[OH:11][CH:8]([CH2:7][NH:6][C:2]([CH3:5])([CH3:4])[CH3:3])[CH2:9][O:10][C:13]1[C:22]2[C:17](=[CH:18][CH:19]=[C:20]([Cl:23])[CH:21]=2)[C:16]([CH3:24])=[CH:15][N:14]=1 |^1:0|. Reported procedure: 0.74 g of Potassium is dissolved in 40 ml of tert.-butylalcohol and 3.0 g of 1-tert.butylamino-2,3-dihydroxypropane and subsequently 4 g of 1,7-dichloro-4-methylisoquinoline are added. After stirring for one day, heating up to 50° is effected for a further day. The reaction solution is concentrated by evaporation under vacuum. The residue is taken up with 1N hydrochloric acid and ether, the aqueous phase neutralised with 2N caustic soda solution and extracted with methylene chloride. After dryin... Reactants: C(C1=CC=CC=C1)N1C(C2=NC=CC=C2C1=O)=O (6-benzyl-5H-pyrrolo[3,4-b]pyridine-5,7(6H)-dione), O (water). Reagents/catalysts: [Pd] (Pd/C). Solvent: COCCO (glycol monomethyl ether). Run at temperature 90 celsius, time 6 hour. The product is C(C1=CC=CC=C1)N1C(C2NCCCC2C1=O)=O (6-benzyltetrahydro-1H-pyrrolo[3,4-b]pyridine-5,7(6H,7aH)-dione). Isolated yield 58.5%. Reaction SMILES: [CH2:1]([N:8]1[C:16](=[O:17])[C:15]2[C:10](=[N:11][CH:12]=[CH:13][CH:14]=2)[C:9]1=[O:18])[C:2]1[CH:7]=[CH:6][CH:5]=[CH:4][CH:3]=1.O>COCCO.[Pd]>[CH2:1]([N:8]1[C:16](=[O:17])[CH:15]2[CH:10]([NH:11][CH2:12][CH2:13][CH2:14]2)[C:9]1=[O:18])[C:2]1[CH:3]=[CH:4][CH:5]=[CH:6][CH:7]=1. Procedure: To a solution of 6-benzyl-5H-pyrrolo[3,4-b]pyridine-5,7(6H)-dione (5.00 g) in glycol monomethyl ether was added a catalytic amount of 10% Pd/C. The reaction mixture was heated to 90° C. and stirred for 6 h under H2, then cooled to rt. The resulted mixture was poured into 100 mL of water and extracted with CH2Cl2 (50 mL×3). The combined organic phases were dried over anhydrous Na2SO4 and filtered. The filtrate was concentrated in vacuo and the residue was chromatographed with a silica gel column ...